Dataset: the Open Reaction Database (ORD), a public repository of structured organic reaction records. Task: describe an organic reaction: reactants, conditions, products, and yield Starting materials: CCOC(=O)CC(=O)OCC, C1CCNCC1, CN(C)c1ccc(C=O)c([N+](=O)[O-])c1, CC(=O)O, Cc1ccccc1. Reaction SMILES: [C:15]([CH2:16][C:17](=[O:18])[O:19][CH2:20][CH3:21])(=[O:22])[O:23][CH2:24][CH3:25].[CH2:26]1[CH2:27][CH2:28][NH:29][CH2:30][CH2:31]1.[CH3:1][N:2]([c:3]1[cH:4][c:5]([N+:11](=[O:12])[O-:13])[c:6]([CH:7]=[O:8])[cH:9][cH:10]1)[CH3:14].[CH3:32][C:33](=[O:34])[OH:35].[CH3:36][c:37]1[cH:38][cH:39][cH:40][cH:41][cH:42]1>>[CH3:1][N:2]([c:3]1[cH:4][c:5]([N+:11](=[O:12])[O-:13])[c:6]([CH:7]=[C:16]([C:15](=[O:22])[O:23][CH2:24][CH3:25])[C:17](=[O:18])[O:19][CH2:20][CH3:21])[cH:9][cH:10]1)[CH3:14]. Product: CCOC(=O)C(=Cc1ccc(N(C)C)cc1[N+](=O)[O-])C(=O)OCC. The reactants are C1CCOC1, CCOC(C)=O, CCN, O=S(=O)(O)Cl, O=C(O)c1cccc(Cl)c1F. Product: CCNS(=O)(=O)c1cc(Cl)c(F)c(C(=O)O)c1. Reaction SMILES: [CH2:26]1[O:27][CH2:28][CH2:29][CH2:30]1.[CH3:17][CH2:18][O:19][C:20](=[O:21])[CH3:22].[CH3:23][CH2:24][NH2:25].[Cl:12][S:13](=[O:14])(=[O:15])[OH:16].[Cl:1][c:2]1[c:3]([F:11])[c:4]([C:5](=[O:6])[OH:7])[cH:8][cH:9][cH:10]1>>[Cl:1][c:2]1[c:3]([F:11])[c:4]([C:5](=[O:6])[OH:7])[cH:8][c:9]([S:13](=[O:14])(=[O:16])[NH:25][CH2:24][CH3:23])[cH:10]1. Reactants: CSC(=NC#N)SC, CCO, COc1ccnc(CSCCN)c1. Product: COc1ccnc(CSCCN=C(NC#N)SC)c1. RXN SMILES: [C:14](#[N:15])[N:16]=[C:17]([S:18][CH3:19])[S:20][CH3:21].[CH3:22][CH2:23][OH:24].[NH2:1][CH2:2][CH2:3][S:4][CH2:5][c:6]1[n:7][cH:8][cH:9][c:10]([O:12][CH3:13])[cH:11]1>>[N:1]([CH2:2][CH2:3][S:4][CH2:5][c:6]1[n:7][cH:8][cH:9][c:10]([O:12][CH3:13])[cH:11]1)=[C:17]([NH:16][C:14]#[N:15])[S:18][CH3:19]. The reactants are CCCC(CCC)S(=O)(=O)C1=C(C(=O)N2C(CCCCC2)=O)C=CC=C1 (N-[(4-heptylsulfonyl)benzoyl]caprolactam), C1(CCCCN1)=O (valerolactam). Yields the product CCCC(CCC)S(=O)(=O)C1=C(C(=O)N2C(CCCC2)=O)C=CC=C1 (N-[(4-heptylsulfonyl)benzoyl]valerolactam). RXN SMILES: [CH3:1][CH2:2][CH2:3][CH:4]([S:8]([C:11]1[CH:26]=[CH:25][CH:24]=[CH:23][C:12]=1[C:13]([N:15]1[CH2:21][CH2:20][CH2:19]C[CH2:17][C:16]1=[O:22])=[O:14])(=[O:10])=[O:9])[CH2:5][CH2:6][CH3:7].C1(=O)NCCCC1>>[CH3:1][CH2:2][CH2:3][CH:4]([S:8]([C:11]1[CH:26]=[CH:25][CH:24]=[CH:23][C:12]=1[C:13]([N:15]1[CH2:21][CH2:20][CH2:19][CH2:17][C:16]1=[O:22])=[O:14])(=[O:9])=[O:10])[CH2:5][CH2:6][CH3:7]. Procedure: Synthesized as for N-[(4-heptylsulfonyl)benzoyl]caprolactam (Example VII) using valerolactam (Aldrich) in place of caprolactam. Starting materials: CCOCC (ether), C1(CCCCC1)[Mg]Br (cyclohexyl magnesium bromide), ClC=1C=CC(=C(C(=O)C2=CC=CC=C2)C1)O (5-chloro-2-hydroxy-benzophenone). Solvent: C1=CC=CC=C1 (benzene). Yields the product ClC=1C=CC(=C(C1)C(O)(C1=CC=CC=C1)C1CCCCC1)O (5-chloro-2-hydroxy-α-cyclohexyl-α-phenyl-benzene-methanol). Reaction SMILES: CCOCC.[CH:6]1([Mg]Br)[CH2:11][CH2:10][CH2:9][CH2:8][CH2:7]1.[Cl:14][C:15]1[CH:16]=[CH:17][C:18]([OH:29])=[C:19]([CH:28]=1)[C:20]([C:22]1[CH:27]=[CH:26][CH:25]=[CH:24][CH:23]=1)=[O:21]>C1C=CC=CC=1>[Cl:14][C:15]1[CH:16]=[CH:17][C:18]([OH:29])=[C:19]([C:20]([CH:6]2[CH2:11][CH2:10][CH2:9][CH2:8][CH2:7]2)([C:22]2[CH:27]=[CH:26][CH:25]=[CH:24][CH:23]=2)[OH:21])[CH:28]=1. Procedure: 295 ml of an ether solution titrating 1.23 M/liter of cyclohexyl magnesium bromide were added over 2 hours at 40°-45° C. to a solution of 5-chloro-2-hydroxy-benzophenone in 150 ml of anhydrous benzene and the ether was distilled while being replaced with benzene. The mixture was refluxed for 4 hours, was cooled and poured into a liter of ice and ammonium chloride. The mixture was extracted 3 times with 400 ml of ether and the combined ether phases were washed with water, dried over magnesium sul... Reactants: BrC=1C=C2C=3CCCC(C3NC2=CC1)N (6-bromo-2,3,4,9-tetrahydro-1H-carbazol-1-amine), C(C1=CC=C(C=C1)OC)(=O)Cl (p-anisoyl chloride). The product is BrC=1C=C2C=3CCCC(C3NC2=CC1)NC(C1=CC=C(C=C1)OC)=O (N-(6-Bromo-2,3,4,9-tetrahydro-1H-carbazol-1-yl)-4-methoxybenzamide), solid. Yield: 11.0%. RXN SMILES: [Br:1][C:2]1[CH:3]=[C:4]2[C:12](=[CH:13][CH:14]=1)[NH:11][C:10]1[CH:9]([NH2:15])[CH2:8][CH2:7][CH2:6][C:5]2=1.[C:16](Cl)(=[O:25])[C:17]1[CH:22]=[CH:21][C:20]([O:23][CH3:24])=[CH:19][CH:18]=1>>[Br:1][C:2]1[CH:3]=[C:4]2[C:12](=[CH:13][CH:14]=1)[NH:11][C:10]1[CH:9]([NH:15][C:16](=[O:25])[C:17]3[CH:22]=[CH:21][C:20]([O:23][CH3:24])=[CH:19][CH:18]=3)[CH2:8][CH2:7][CH2:6][C:5]2=1. Reported procedure: N-(6-Bromo-2,3,4,9-tetrahydro-1H-carbazol-1-yl)-4-methoxybenzamide was prepared from 6-bromo-2,3,4,9-tetrahydro-1H-carbazol-1-amine and p-anisoyl chloride in a similar manner as described above to give a white solid (11% yield). 1H-NMR (DMSO-de): 810.99 (s, 1H), 8.70 (d, 1H), 7.96 (d, 2H), 7.60 (d, 1H), 7.29 (d, 1H), 7.16 (dd, 1H), 7.02 (d, 2H), 5.38 (m, 1H), 2.67 (m, 2H), 2.08 (m, 2H), 1.87 (m, 2H); MS m/z 399 (M−1).